Dataset: the Open Reaction Database (ORD), a public repository of structured organic reaction records. Task: describe an organic reaction: reactants, conditions, products, and yield Starting materials: O=C([O-])[O-], COCCOC, CNC(=O)c1ccc(B(O)O)cc1, O=C1NCCC1C(=O)Nc1ccc(Oc2ccnc3cc(I)sc23)c(F)c1, [Na+], [Na+], c1ccc(P(c2ccccc2)(c2ccccc2)[Pd](P(c2ccccc2)(c2ccccc2)c2ccccc2)(P(c2ccccc2)(c2ccccc2)c2ccccc2)P(c2ccccc2)(c2ccccc2)c2ccccc2)cc1. The product is CNC(=O)c1ccc(-c2cc3nccc(Oc4ccc(NC(=O)C5CCNC5=O)cc4F)c3s2)cc1. RXN SMILES: [C:41](=[O:42])([O-:43])[O-:44].[CH3:124][O:125][CH2:126][CH2:127][O:128][CH3:129].[CH3:28][NH:29][C:30](=[O:31])[c:32]1[cH:33][cH:34][c:35]([B:38]([OH:39])[OH:40])[cH:36][cH:37]1.[F:1][c:2]1[cH:3][c:4]([NH:19][C:20](=[O:21])[CH:22]2[C:23](=[O:27])[NH:24][CH2:25][CH2:26]2)[cH:5][cH:6][c:7]1[O:8][c:9]1[c:10]2[c:11]([n:12][cH:13][cH:14]1)[cH:15][c:16]([I:18])[s:17]2.[Na+:45].[Na+:46].[cH:47]1[cH:48][cH:49][c:50]([P:51]([Pd:52]([P:53]([c:54]2[cH:55][cH:56][cH:57][cH:58][cH:59]2)([c:60]2[cH:61][cH:62][cH:63][cH:64][cH:65]2)[c:66]2[cH:67][cH:68][cH:69][cH:70][cH:71]2)([P:72]([c:73]2[cH:74][cH:75][cH:76][cH:77][cH:78]2)([c:79]2[cH:80][cH:81][cH:82][cH:83][cH:84]2)[c:85]2[cH:86][cH:87][cH:88][cH:89][cH:90]2)[P:91]([c:92]2[cH:93][cH:94][cH:95][cH:96][cH:97]2)([c:98]2[cH:99][cH:100][cH:101][cH:102][cH:103]2)[c:104]2[cH:105][cH:106][cH:107][cH:108][cH:109]2)([c:110]2[cH:111][cH:112][cH:113][cH:114][cH:115]2)[c:116]2[cH:117][cH:118][cH:119][cH:120][cH:121]2)[cH:122][cH:123]1>>[F:1][c:2]1[cH:3][c:4]([NH:19][C:20](=[O:21])[CH:22]2[C:23](=[O:27])[NH:24][CH2:25][CH2:26]2)[cH:5][cH:6][c:7]1[O:8][c:9]1[c:10]2[c:11]([n:12][cH:13][cH:14]1)[cH:15][c:16](-[c:35]1[cH:34][cH:33][c:32]([C:30]([NH:29][CH3:28])=[O:31])[cH:37][cH:36]1)[s:17]2. Starting materials: CC(C)C#N, C[Si](C)(C)[N-][Si](C)(C)C, Cc1ccccc1, CCOC(C)=O, COc1c(F)ccc(Cl)c1F, [K+], O, O=S(=O)(O)O. Product: COc1c(C(C)(C)C#N)ccc(Cl)c1F. As a reaction SMILES: [C:12]([CH:13]([CH3:14])[CH3:15])#[N:16].[CH3:17][Si:18]([CH3:19])([CH3:20])[N-:21][Si:22]([CH3:23])([CH3:24])[CH3:25].[CH3:32][c:33]1[cH:34][cH:35][cH:36][cH:37][cH:38]1.[CH3:39][CH2:40][O:41][C:42](=[O:43])[CH3:44].[Cl:1][c:2]1[c:3]([F:11])[c:4]([O:9][CH3:10])[c:5]([F:8])[cH:6][cH:7]1.[K+:26].[OH2:45].[S:27](=[O:28])(=[O:29])([OH:30])[OH:31]>>[Cl:1][c:2]1[c:3]([F:11])[c:4]([O:9][CH3:10])[c:5]([C:13]([C:12]#[N:16])([CH3:14])[CH3:15])[cH:6][cH:7]1.